From a dataset of the Open Reaction Database (ORD), a public repository of structured organic reaction records. describe an organic reaction: reactants, conditions, products, and yield The reactants are C(C)C=1C=C(C(N2C=CC(=CC12)N1CCN(CC1)C)=O)C(=O)OCC (ethyl 1-ethyl-8-(4-methylpiperazin-1-yl)-4H-quinolizin-4-one-3-carboxylate), [OH-].[Na+] (sodium hydroxide), Cl (hydrochloric acid). The solvent is C1CCOC1 (THF). Run at temperature 75 celsius, time 4.5 hour. The product is Cl.C(C)C=1C=C(C(N2C=CC(=CC12)N1CCN(CC1)C)=O)C(=O)O (1-Ethyl-8-(4-methylpiperazin-1-yl)-4H-quinolizin-4-one-3-carboxylic acid hydrochloride). The yield is 68.0%. Reaction SMILES: [CH2:1]([C:3]1[CH:4]=[C:5]([C:21]([O:23]CC)=[O:22])[C:6](=[O:20])[N:7]2[C:12]=1[CH:11]=[C:10]([N:13]1[CH2:18][CH2:17][N:16]([CH3:19])[CH2:15][CH2:14]1)[CH:9]=[CH:8]2)[CH3:2].[OH-].[Na+].[ClH:28]>C1COCC1>[ClH:28].[CH2:1]([C:3]1[CH:4]=[C:5]([C:21]([OH:23])=[O:22])[C:6](=[O:20])[N:7]2[C:12]=1[CH:11]=[C:10]([N:13]1[CH2:14][CH2:15][N:16]([CH3:19])[CH2:17][CH2:18]1)[CH:9]=[CH:8]2)[CH3:2] |f:1.2,5.6|. Reported procedure: To a solution of 171 mg (0.5 mmol) of ethyl 1-ethyl-8-(4-methylpiperazin-1-yl)-4H-quinolizin-4-one-3-carboxylate, from Step 1, in 4 mL of THF was added 4.0 mL of a 1.0N aqueous sodium hydroxide solution and the reaction mixture was heated, with stirring, at 75° C. for 4.5 hours. The reaction mixture was cooled to ambient temperature and adjusted to pH 2 with 5 mL of 1N aqueous hydrochloric acid solution. The aqueous solution was concentrated in vacuo to ~5 mL and the solid was collected by filtr... Starting materials: O=Cc1csc(Br)c1, O=C([O-])[O-], CCS(=O)(=O)N1CCC(c2c[nH]c3c(C(N)=O)cc(B4OC(C)(C)C(C)(C)O4)cc23)CC1, CO, CCOC(C)=O, [K+], [K+], C1COCCO1, O, c1ccc(P(c2ccccc2)(c2ccccc2)[Pd](P(c2ccccc2)(c2ccccc2)c2ccccc2)(P(c2ccccc2)(c2ccccc2)c2ccccc2)P(c2ccccc2)(c2ccccc2)c2ccccc2)cc1. The product is CCS(=O)(=O)N1CCC(c2c[nH]c3c(C(N)=O)cc(-c4cc(C=O)cs4)cc23)CC1. Reaction SMILES: [Br:1][c:2]1[cH:3][c:4]([CH:7]=[O:8])[cH:5][s:6]1.[C:41](=[O:42])([O-:43])[O-:44].[CH2:9]([CH3:10])[S:11](=[O:12])(=[O:13])[N:14]1[CH2:15][CH2:16][CH:17]([c:20]2[cH:21][nH:22][c:23]3[c:24]([C:38](=[O:39])[NH2:40])[cH:25][c:26]([B:29]4[O:30][C:31]([CH3:32])([CH3:33])[C:34]([CH3:35])([CH3:36])[O:37]4)[cH:27][c:28]23)[CH2:18][CH2:19]1.[CH3:137][OH:138].[CH3:47][CH2:48][O:49][C:50]([CH3:51])=[O:52].[K+:45].[K+:46].[O:53]1[CH2:54][CH2:55][O:56][CH2:57][CH2:58]1.[OH2:59].[cH:60]1[cH:61][cH:62][c:63]([P:64]([Pd:65]([P:66]([c:67]2[cH:68][cH:69][cH:70][cH:71][cH:72]2)([c:73]2[cH:74][cH:75][cH:76][cH:77][cH:78]2)[c:79]2[cH:80][cH:81][cH:82][cH:83][cH:84]2)([P:85]([c:86]2[cH:87][cH:88][cH:89][cH:90][cH:91]2)([c:92]2[cH:93][cH:94][cH:95][cH:96][cH:97]2)[c:98]2[cH:99][cH:100][cH:101][cH:102][cH:103]2)[P:104]([c:105]2[cH:106][cH:107][cH:108][cH:109][cH:110]2)([c:111]2[cH:112][cH:113][cH:114][cH:115][cH:116]2)[c:117]2[cH:118][cH:119][cH:120][cH:121][cH:122]2)([c:123]2[cH:124][cH:125][cH:126][cH:127][cH:128]2)[c:129]2[cH:130][cH:131][cH:132][cH:133][cH:134]2)[cH:135][cH:136]1>>[c:2]1(-[c:26]2[cH:25][c:24]([C:38](=[O:39])[NH2:40])[c:23]3[nH:22][cH:21][c:20]([CH:17]4[CH2:16][CH2:15][N:14]([S:11]([CH2:9][CH3:10])(=[O:12])=[O:13])[CH2:19][CH2:18]4)[c:28]3[cH:27]2)[cH:3][c:4]([CH:7]=[O:8])[cH:5][s:6]1. Starting materials: CNC(=O)c1cc(CO)on1, O=C(Cl)Oc1ccc([N+](=O)[O-])cc1, ClCCl, c1ccncc1. Product: CNC(=O)c1cc(COC(=O)Oc2ccc([N+](=O)[O-])cc2)on1. RXN SMILES: [CH3:14][NH:15][C:16](=[O:17])[c:18]1[n:19][o:20][c:21]([CH2:23][OH:24])[cH:22]1.[Cl:1][C:2](=[O:3])[O:4][c:5]1[cH:6][cH:7][c:8]([N+:11](=[O:12])[O-:13])[cH:9][cH:10]1.[Cl:31][CH2:32][Cl:33].[cH:25]1[cH:26][cH:27][n:28][cH:29][cH:30]1>>[C:2](=[O:3])([O:4][c:5]1[cH:6][cH:7][c:8]([N+:11](=[O:12])[O-:13])[cH:9][cH:10]1)[O:24][CH2:23][c:21]1[o:20][n:19][c:18]([C:16]([NH:15][CH3:14])=[O:17])[cH:22]1. Starting materials: CCCCCCCCCOc1ccc(-c2ccc(C(=O)O)cc2)cc1, O=S(Cl)Cl. Yields the product CCCCCCCCCOc1ccc(-c2ccc(C(=O)O)cc2)cc1, [Cl-]. RXN SMILES: [CH2:1]([CH2:2][CH2:3][CH2:4][CH2:5][CH2:6][CH2:7][CH2:8][CH3:9])[O:10][c:11]1[cH:12][cH:13][c:14](-[c:17]2[cH:18][cH:19][c:20]([C:23](=[O:24])[OH:25])[cH:21][cH:22]2)[cH:15][cH:16]1.[S:26]([Cl:27])([Cl:28])=[O:29]>>[CH2:1]([CH2:2][CH2:3][CH2:4][CH2:5][CH2:6][CH2:7][CH2:8][CH3:9])[O:10][c:11]1[cH:12][cH:13][c:14](-[c:17]2[cH:18][cH:19][c:20]([C:23](=[O:24])[OH:25])[cH:21][cH:22]2)[cH:15][cH:16]1.[Cl-:28]. Reactants: CCOC(C)=O, Cl, COCCCNc1nc(C(C)(C)C)ncc1C(=O)N(CC(C)C)C1CC(C(=O)N2CCC2)CN(C(=O)OC(C)(C)C)C1. Yields the product COCCCNc1nc(C(C)(C)C)ncc1C(=O)N(CC(C)C)C1CNCC(C(=O)N2CCC2)C1. As a reaction SMILES: [C:43]([O:44][CH2:45][CH3:46])(=[O:47])[CH3:48].[ClH:49].[N:1]1([C:5](=[O:6])[CH:7]2[CH2:8][N:9]([C:36]([O:37][C:38]([CH3:39])([CH3:40])[CH3:41])=[O:42])[CH2:10][CH:11]([N:13]([CH2:14][CH:15]([CH3:16])[CH3:17])[C:18](=[O:19])[c:20]3[c:21]([NH:30][CH2:31][CH2:32][CH2:33][O:34][CH3:35])[n:22][c:23]([C:26]([CH3:27])([CH3:28])[CH3:29])[n:24][cH:25]3)[CH2:12]2)[CH2:2][CH2:3][CH2:4]1>>[N:1]1([C:5](=[O:6])[CH:7]2[CH2:8][NH:9][CH2:10][CH:11]([N:13]([CH2:14][CH:15]([CH3:16])[CH3:17])[C:18](=[O:19])[c:20]3[c:21]([NH:30][CH2:31][CH2:32][CH2:33][O:34][CH3:35])[n:22][c:23]([C:26]([CH3:27])([CH3:28])[CH3:29])[n:24][cH:25]3)[CH2:12]2)[CH2:2][CH2:3][CH2:4]1.